Dataset: the Open Reaction Database (ORD), a public repository of structured organic reaction records. Task: describe an organic reaction: reactants, conditions, products, and yield Starting materials: C(C1=CN=CC=C1)=O (nicotinaldehyde), NC=1C(=C(C(=O)NC)C=CC1)NC (3-amino-N-methyl-2-(methyl-amino) benzamide), CN(C)C=O (DMF), OOS(=O)[O-].[K+] (OXONE). The solvent is O (water). Run at time 3 hour. Yields the product CNC(=O)C1=CC=CC2=C1N(C(=N2)C=2C=NC=CC2)C (N,1-dimethyl-2-(pyridin-3-yl)-1H-benzimidazole-7-carboxamide). RXN SMILES: [NH2:1][C:2]1[C:3]([NH:12][CH3:13])=[C:4]([CH:9]=[CH:10][CH:11]=1)[C:5]([NH:7][CH3:8])=[O:6].CN(C=O)C.OOS([O-])=O.[K+].[CH:25](=O)[C:26]1[CH:31]=[CH:30][CH:29]=[N:28][CH:27]=1>O>[CH3:8][NH:7][C:5]([C:4]1[C:3]2[N:12]([CH3:13])[C:25]([C:26]3[CH:27]=[N:28][CH:29]=[CH:30][CH:31]=3)=[N:1][C:2]=2[CH:11]=[CH:10][CH:9]=1)=[O:6] |f:2.3|. Reported procedure: To a stirred solution of 3-amino-N-methyl-2-(methyl-amino) benzamide (18; 0.2 g, 0.0011 mol) in the mixture of DMF (5 ml) and water (1 ml) was added OXONE® (0.81 g, 0.0013 mol) and followed by nicotinaldehyde (0.13 g, 0.00122 mol) was added portion wise under cooling condition with constant stirring. The reaction mixture was allowed to stir at room temperature for 3 h. The reaction mixture was concentrated on a high vacuo pump and purified by column chromatography on silica gel to afford the des... The reactants are CC1(OB(OC1(C)C)C1=C2CC[C@H](C2=CC=C1)NC(OC(C)(C)C)=O)C ((R)-tert-butyl 4-(4,4,5,5-tetramethyl-1,3,2-dioxaborolan-2-yl)-2,3-dihydro-1H-inden-1-ylcarbamate), BrC1=CN=C(O1)C=1C=CC(=C(C#N)C1)OC(C)C (5-(5-bromooxazol-2-yl)-2-isopropoxybenzonitrile), C([O-])([O-])=O.[K+].[K+] (potassium carbonate), CC(C(C)O)O.O (dimethylethylene glycol H2O). Product: C(#N)C=1C=C(C=CC1OC(C)C)C=1OC(=CN1)C1=C2CC[C@H](C2=CC=C1)NC(OC(C)(C)C)=O ((R)-tert-butyl 4-(2-(3-cyano-4-isopropoxyphenyl)oxazol-5-yl)-2,3-dihydro-1H-inden-1-ylcarbamate). The yield is 67.0%. RXN SMILES: CC1(C)C(C)(C)OB([C:9]2[CH:17]=[CH:16][CH:15]=[C:14]3[C:10]=2[CH2:11][CH2:12][C@H:13]3[NH:18][C:19](=[O:25])[O:20][C:21]([CH3:24])([CH3:23])[CH3:22])O1.Br[C:28]1[O:32][C:31]([C:33]2[CH:34]=[CH:35][C:36]([O:41][CH:42]([CH3:44])[CH3:43])=[C:37]([CH:40]=2)[C:38]#[N:39])=[N:30][CH:29]=1.C(=O)([O-])[O-].[K+].[K+].CC(O)C(O)C.O>>[C:38]([C:37]1[CH:40]=[C:33]([C:31]2[O:32][C:28]([C:9]3[CH:17]=[CH:16][CH:15]=[C:14]4[C:10]=3[CH2:11][CH2:12][C@H:13]4[NH:18][C:19](=[O:25])[O:20][C:21]([CH3:22])([CH3:23])[CH3:24])=[CH:29][N:30]=2)[CH:34]=[CH:35][C:36]=1[O:41][CH:42]([CH3:44])[CH3:43])#[N:39] |f:2.3.4,5.6|. Procedure: Prepared using General Procedure 13. A 20 mL microwave vial was charged with (R)-tert-butyl 4-(4,4,5,5-tetramethyl-1,3,2-dioxaborolan-2-yl)-2,3-dihydro-1H-inden-1-ylcarbamate INT-32 (58.4 mg, 0.16 mmol), 5-(5-bromooxazol-2-yl)-2-isopropoxybenzonitrile INT-40 (50 mg, 0.16 mmol), potassium carbonate (68 mg, 0.5 mmol) and a 3:1 mixture of dimethylethylene glycol/H2O (2 mL). The reaction mixture was degassed by bubbling N2 gas through the stirring solution for 10 min. Pd(PPh3)4 ((3.9 mg, 0.004 mmol)... The reactants are Cl (HCl), C(C1=CC=CC=C1)N1CCN(CC1)C1(CCCCC1)C1=CC=CC=C1 (1-Benzyl-4-(1-phenylcyclohexyl)piperazine), [H][H] (hydrogen). The reagents and catalysts are [Pd] (palladium black). Run in CO (methanol), CO (methanol). Product: C1(=CC=CC=C1)C1(CCCCC1)N1CCNCC1 (1-(1-phenylcyclohexyl)piperazine). Reaction SMILES: C([N:8]1[CH2:13][CH2:12][N:11]([C:14]2([C:20]3[CH:25]=[CH:24][CH:23]=[CH:22][CH:21]=3)[CH2:19][CH2:18][CH2:17][CH2:16][CH2:15]2)[CH2:10][CH2:9]1)C1C=CC=CC=1.Cl.[H][H]>CO.[Pd]>[C:20]1([C:14]2([N:11]3[CH2:10][CH2:9][NH:8][CH2:13][CH2:12]3)[CH2:15][CH2:16][CH2:17][CH2:18][CH2:19]2)[CH:25]=[CH:24][CH:23]=[CH:22][CH:21]=1. Procedure: 1-Benzyl-4-(1-phenylcyclohexyl)piperazine (0.47 g) was dissolved in 86 ml methanol and 14 ml 0.2N HCl in methanol. The mixture was hydrogenated over palladium black (0.1175 g) and 3 atm. of hydrogen at room temperature for 1 hour. The reaction was filtered and the solvent was removed in vacuo. The residue was chromatographed on silica gel eluted with the appropriate mixture of methanol and chloroform to yield pure 1-(1-phenylcyclohexyl)piperazine.